This data is from the Open Reaction Database (ORD), a public repository of structured organic reaction records. The task is: describe an organic reaction: reactants, conditions, products, and yield Starting materials: C([O-])([O-])=O.[Cs+].[Cs+] (cesium carbonate), C=CC1=CC=CC=C1.C=CC1=CC=C(C=C1)C=C.C1=CC=C(C=C1)CCl (Merrifield's peptide resin), C(C(O)C1=CC=CC=C1)(=O)OC (Methyl mandelate), C(=O)=O (carbon dioxide). Reagents/catalysts: [I-].C(CCC)[N+](CCCC)(CCCC)CCCC (tetrabutylammonium iodide). Solvent: CN(C=O)C (N,N-dimethylforamide). Reaction conditions: time 8 hour. Product: C(O)(O)=O.C(C(O)C1=CC=CC=C1)(=O)OC (Methyl Mandelate Carbonate). Yield: 92.0%. As a reaction SMILES: [C:1]([O:11][CH3:12])(=[O:10])[CH:2]([C:4]1[CH:9]=[CH:8][CH:7]=[CH:6][CH:5]=1)[OH:3].[C:13](=[O:16])([O-:15])[O-:14].[Cs+].[Cs+].C(=O)=O.C=CC1C=CC=CC=1.C=CC1C=CC(C=C)=CC=1.C1C=CC(CCl)=CC=1>CN(C)C=O.[I-].C([N+](CCCC)(CCCC)CCCC)CCC>[C:13](=[O:14])([OH:16])[OH:15].[C:1]([O:11][CH3:12])(=[O:10])[CH:2]([C:4]1[CH:9]=[CH:8][CH:7]=[CH:6][CH:5]=1)[OH:3] |f:1.2.3,5.6.7,9.10,11.12|. Procedure details: Methyl mandelate(1 g, 6 mmol, 3 eq) is dissolved in anhydrous N,N-dimethylforamide (20 mL) to make a clear solution. Into the solution, are consecutively added cesium carbonate (1.95 g, 6 mmol) and tetrabutylammonium iodide (2.22 g, 6 mmol, 3 eq). The suspension is stirred at room temperature while passing carbon dioxide gas through for 1 hour before Merrifield's peptide resin (1 g, 2 mmol) is added to the solution. Carbon dioxide gas continuously bubbled through the solution and the reaction is... Reactants: Cl.C(C1=CC=CC=C1)NCCCC (N-Benzyl-N-butylamine hydrochloride), C=O (formalin), CC=1C2=C(C=3CCC(NC3C1)=O)C(CCC2)=O (6-methyl-1,2,3,4,7,8,9,10-octahydro-benzo[f]quinoline-3,10-dione). The solvent is C(C)(=O)OC(C)=O (acetic anhydride). Yields the product C(C1=CC=CC=C1)N(CCCC)CC1CCC2=C(C=3CCC(NC3C=C2C)=O)C1=O (9-(N-benzyl-N-butylaminomethyl)-6-methyl-1,2,3,4,7,8,9,10-octahydro-benzo[f]quinoline-3,10-dione). Reaction SMILES: Cl.[CH2:2]([NH:9][CH2:10][CH2:11][CH2:12][CH3:13])[C:3]1[CH:8]=[CH:7][CH:6]=[CH:5][CH:4]=1.[CH2:14]=O.[CH3:16][C:17]1[C:18]2[CH2:31][CH2:30][CH2:29][C:28](=[O:32])[C:19]=2[C:20]2[CH2:21][CH2:22][C:23](=[O:27])[NH:24][C:25]=2[CH:26]=1>C(OC(=O)C)(=O)C>[CH2:2]([N:9]([CH2:14][CH:29]1[C:28](=[O:32])[C:19]2[C:20]3[CH2:21][CH2:22][C:23](=[O:27])[NH:24][C:25]=3[CH:26]=[C:17]([CH3:16])[C:18]=2[CH2:31][CH2:30]1)[CH2:10][CH2:11][CH2:12][CH3:13])[C:3]1[CH:8]=[CH:7][CH:6]=[CH:5][CH:4]=1 |f:0.1|. Procedure details: N-Benzyl-N-butylamine hydrochloride (12 g), 6 ml of 37% formalin, 40 ml of acetic anhydride and 11.5 g of 6-methyl-1,2,3,4,7,8,9,10-octahydro-benzo[f]quinoline-3,10-dione are allowed to react and post-treated in the same manner of Example 1. The obtained crystals are recrystallized from isopropanol to give 13.2 g of 9-(N-benzyl-N-butylaminomethyl)-6-methyl-1,2,3,4,7,8,9,10-octahydro-benzo[f]quinoline-3,10-dione as colorless needles, melting at 190°-193° C. Reactants: FC=1C=CC(=NC1)C(=C)C=1C2=C(SC1CCN(C)C)C=CC=C2 ((2-{3-[1-(5-fluoro-pyridin-2-yl)-vinyl]-benzo[b]thiophen-2-yl}-ethyl)-dimethyl-amine). The reagents and catalysts are [Pt](=O)=O (platinum dioxide). Run in C(C)O (ethanol). Conditions: time 3 hour. Product: FC=1C=CC(=NC1)C(C)C=1C2=C(SC1CCN(C)C)C=CC=C2 ((2-{3-[1-(5-fluoro-pyridin-2-yl)-ethyl]-benzo[b]thiophen-2-yl}-ethyl)-dimethyl-amine). Reaction SMILES: [F:1][C:2]1[CH:3]=[CH:4][C:5]([C:8]([C:10]2[C:11]3[CH:23]=[CH:22][CH:21]=[CH:20][C:12]=3[S:13][C:14]=2[CH2:15][CH2:16][N:17]([CH3:19])[CH3:18])=[CH2:9])=[N:6][CH:7]=1>C(O)C.[Pt](=O)=O>[F:1][C:2]1[CH:3]=[CH:4][C:5]([CH:8]([C:10]2[C:11]3[CH:23]=[CH:22][CH:21]=[CH:20][C:12]=3[S:13][C:14]=2[CH2:15][CH2:16][N:17]([CH3:18])[CH3:19])[CH3:9])=[N:6][CH:7]=1. Reported procedure: To a solution of (2-{3-[1-(5-fluoro-pyridin-2-yl)-vinyl]-benzo[b]thiophen-2-yl}-ethyl)-dimethyl-amine (133 mg, 0.407 mmol) in ethanol (7 mL), platinum dioxide (50 mg, 0.2 mmol) was added. Reaction was shaken at 35 psi for 3 hours and at 40 psi for 3 hours under an atmosphere of hydrogen. The reaction mixture was filtered and washed with EtOH. Purification by mass triggered preparative HPLC afforded (2-{3-[1-(5-fluoro-pyridin-2-yl)-ethyl]-benzo[b]thiophen-2-yl}-ethyl)-dimethyl-amine (Compound 7-3... The reactants are C(C)(C)(C)NCC(C)C (tert-butylisobutylamine), ICCC (1-iodopropane), OCC(O)CO (glycerol), [OH-].[K+] (potassium hydroxide). The product is C(C)(C)(C)N(CCC)CC(C)C (tert-Butylisobutyl-n-propylamine). As a reaction SMILES: [C:1]([NH:5][CH2:6][CH:7]([CH3:9])[CH3:8])([CH3:4])([CH3:3])[CH3:2].I[CH2:11][CH2:12][CH3:13].OCC(CO)O.[OH-].[K+]>>[C:1]([N:5]([CH2:6][CH:7]([CH3:9])[CH3:8])[CH2:11][CH2:12][CH3:13])([CH3:4])([CH3:3])[CH3:2] |f:3.4|. Reported procedure: A mixture of tert-butylisobutylamine (19.39 g, 0.15 mol), 1-iodopropane (20.40 g, 0.12 mol) and glycerol (5.53 g, 60 mmol) was refluxed for 40 h. Aqueous 8 M potassium hydroxide (30 ml, 0.24 mol) was added, the organic layer was separated and the aqueous layer was extracted with n-pentane (50 ml). The organic solutions were combined, dried over anhydrous magnesium sulfate and the product was isolated by distillation to yield 12.52 g, (61%), bp 72-73° C./18 mm Hg; 1H NMR (CDCl3) δ0.80 (t, J=6.2 H... Reactants: B(Br)(Br)Br.ClCCl (boron tribromide dichloromethane), COC=1C=C(CCN(C(\C=C\C=2C=NC=CC2)=O)C)C=CC1OC ((E)-N-(3,4-dimethoxyphenethyl)-N-methyl-3-(3-pyridyl)-2-propenoic acid amide), CO (methanol). The solvent is ClCCl (dichloromethane). Run at time 14 hour. The product is OC=1C=C(CCN(C(\C=C\C=2C=NC=CC2)=O)C)C=CC1O ((E)-N-(3,4-dihydroxyphenethyl)-N-methyl-3-(3-pyridyl)-2-propenoic acid amide). The yield is 88.3%. As a reaction SMILES: C[O:2][C:3]1[CH:4]=[C:5]([CH:20]=[CH:21][C:22]=1[O:23]C)[CH2:6][CH2:7][N:8]([CH3:19])[C:9](=[O:18])/[CH:10]=[CH:11]/[C:12]1[CH:13]=[N:14][CH:15]=[CH:16][CH:17]=1.B(Br)(Br)Br.ClCCl.CO>ClCCl>[OH:2][C:3]1[CH:4]=[C:5]([CH:20]=[CH:21][C:22]=1[OH:23])[CH2:6][CH2:7][N:8]([CH3:19])[C:9](=[O:18])/[CH:10]=[CH:11]/[C:12]1[CH:13]=[N:14][CH:15]=[CH:16][CH:17]=1 |f:1.2|. Procedure: (E)-N-(3,4-dimethoxyphenethyl)-N-methyl-3-(3-pyridyl)-2-propenoic acid amide (2.65 g, 8.31 mmol) obtained in Example 84 was dissolved in dichloromethane (66 ml) and 1M boron tribromide-dichloromethane solution (33 ml) was dropwise added under argon at −30° C. and stirred for 14 hours. After methanol was added at the same temperature to stop the reaction, the solvent was distilled out under reduced pressure and hydrogen chloride/methanol solution was added to the residue and heated and refluxed f... The reactants are [OH-].[K+] (KOH), O (water), C(C)OC(=O)C1(CC2=CC=CC=C2C1)NC(C1=C(C(=CC(=C1)CO)C)OC1CCC1)=O (2-(2-Cyclobutoxy-5-hydroxymethyl-3-methyl-benzoylamino)-indan-2-carboxylic acid ethyl ester). Run in C(C)O (ethanol). Run at time 30 minute. Yields the product C1(CCC1)OC1=C(C(=O)NC2(CC3=CC=CC=C3C2)C(=O)O)C=C(C=C1C)CO (2-(2-Cyclobutoxy-5-hydroxymethyl-3-methyl-benzoylamino)-indan-2-carboxylic acid). Yield: 94.8%. Reaction SMILES: C([O:3][C:4]([C:6]1([NH:15][C:16](=[O:31])[C:17]2[CH:22]=[C:21]([CH2:23][OH:24])[CH:20]=[C:19]([CH3:25])[C:18]=2[O:26][CH:27]2[CH2:30][CH2:29][CH2:28]2)[CH2:14][C:13]2[C:8](=[CH:9][CH:10]=[CH:11][CH:12]=2)[CH2:7]1)=[O:5])C.[OH-].[K+].O>C(O)C>[CH:27]1([O:26][C:18]2[C:19]([CH3:25])=[CH:20][C:21]([CH2:23][OH:24])=[CH:22][C:17]=2[C:16]([NH:15][C:6]2([C:4]([OH:5])=[O:3])[CH2:14][C:13]3[C:8](=[CH:9][CH:10]=[CH:11][CH:12]=3)[CH2:7]2)=[O:31])[CH2:30][CH2:29][CH2:28]1 |f:1.2|. Procedure: 2-(2-Cyclobutoxy-5-hydroxymethyl-3-methyl-benzoylamino)-indan-2-carboxylic acid ethyl ester (70 mg, 0.16 mmol) is dissolved in ethanol (1.5 mL), and solid KOH (191 mg, 3.3 mmol) and water (1504) are added. The mixture is stirred at room temperature for 30 min then concentrated in vacuo. The residue is dissolved in water (1.5 mL) and acidified with conc. HCl until no more white solid precipitated. The mixture is extracted with ethyl acetate (2×8 mL) and the combined organic layers are concentrate... Reactants: CC(C)(C)OC(=O)NC(Cc1ccccc1)CN1CCC(C(=O)c2ccc(F)cc2)CC1, ClCCl, O=C(O)C(F)(F)F. The product is NC(Cc1ccccc1)CN1CCC(C(=O)c2ccc(F)cc2)CC1. Reaction SMILES: [C:1]([O:2][C:3](=[O:4])[NH:7][CH:8]([CH2:9][N:10]1[CH2:11][CH2:12][CH:13]([C:16]([c:17]2[cH:18][cH:19][c:20]([F:23])[cH:21][cH:22]2)=[O:24])[CH2:14][CH2:15]1)[CH2:25][c:26]1[cH:27][cH:28][cH:29][cH:30][cH:31]1)([CH3:5])([CH3:6])[CH3:32].[Cl:40][CH2:41][Cl:42].[OH:33][C:34]([C:35]([F:36])([F:37])[F:38])=[O:39]>>[NH2:7][CH:8]([CH2:9][N:10]1[CH2:11][CH2:12][CH:13]([C:16]([c:17]2[cH:18][cH:19][c:20]([F:23])[cH:21][cH:22]2)=[O:24])[CH2:14][CH2:15]1)[CH2:25][c:26]1[cH:27][cH:28][cH:29][cH:30][cH:31]1. The reactants are CN1CCCC1=O, COc1ccc(Br)cc1F, [K+], [K+], O=C([O-])[O-], O, c1ccc2[nH]ccc2c1. The product is COc1ccc(-n2ccc3ccccc32)cc1F. RXN SMILES: [CH3:27][N:28]1[CH2:29][CH2:30][CH2:31][C:32]1=[O:33].[F:10][c:11]1[c:12]([O:18][CH3:19])[cH:13][cH:14][c:15]([Br:17])[cH:16]1.[K+:20].[K+:21].[O-:22][C:23]([O-:24])=[O:25].[OH2:26].[nH:1]1[cH:2][cH:3][c:4]2[cH:5][cH:6][cH:7][cH:8][c:9]12>>[n:1]1(-[c:15]2[cH:14][cH:13][c:12]([O:18][CH3:19])[c:11]([F:10])[cH:16]2)[cH:2][cH:3][c:4]2[cH:5][cH:6][cH:7][cH:8][c:9]12. Starting materials: O=C([O-])[O-], ClC(Cl)Cl, [Cl-], C[NH+](C)c1ccccc1CCl, [K+], [K+], [Na+], [OH-], O=c1cc[nH]c(=S)[nH]1. Product: CN(C)c1ccccc1CSc1nccc(=O)[nH]1. RXN SMILES: [C:23](=[O:24])([O-:25])[O-:26].[CH:29]([Cl:30])([Cl:31])[Cl:32].[Cl-:11].[Cl:12][CH2:13][c:14]1[c:15]([NH+:20]([CH3:21])[CH3:22])[cH:16][cH:17][cH:18][cH:19]1.[K+:27].[K+:28].[Na+:10].[OH-:9].[nH:1]1[c:2](=[S:3])[nH:4][c:5](=[O:6])[cH:7][cH:8]1>>[n:1]1[c:2]([S:3][CH2:13][c:14]2[c:15]([N:20]([CH3:21])[CH3:22])[cH:16][cH:17][cH:18][cH:19]2)[nH:4][c:5](=[O:6])[cH:7][cH:8]1. Reactants: BrC1=CC=CC(=N1)C(C(=O)NC)N1CCOCC1 (2-(6-bromopyridin-2-yl)-N-methyl-2-morpholin-4-ylacetamide), NC=1SC(=CC1C(=O)N)C1=C(C=C(C=C1F)C(C)(C)O)F (2-amino-5-[2,6-difluoro-4-(1-hydroxy-1-methylethyl)phenyl]thiophene-3-carboxamide). The product is FC1=C(C(=CC(=C1)C(C)(C)O)F)C1=CC(=C(S1)NC1=NC(=CC=C1)C(C(=O)NC)N1CCOCC1)C(=O)N (5-[2,6-Difluoro-4-(1-hydroxy-1-methylethyl)phenyl]-2-({6-[2-(methylamino)-1-morpholin-4-yl-2-oxoethyl]pyridin-2-yl}amino)thiophene-3-carboxamide). Reaction SMILES: Br[C:2]1[N:7]=[C:6]([CH:8]([N:13]2[CH2:18][CH2:17][O:16][CH2:15][CH2:14]2)[C:9]([NH:11][CH3:12])=[O:10])[CH:5]=[CH:4][CH:3]=1.[NH2:19][C:20]1[S:21][C:22]([C:28]2[C:33]([F:34])=[CH:32][C:31]([C:35]([OH:38])([CH3:37])[CH3:36])=[CH:30][C:29]=2[F:39])=[CH:23][C:24]=1[C:25]([NH2:27])=[O:26]>>[F:39][C:29]1[CH:30]=[C:31]([C:35]([OH:38])([CH3:37])[CH3:36])[CH:32]=[C:33]([F:34])[C:28]=1[C:22]1[S:21][C:20]([NH:19][C:2]2[CH:3]=[CH:4][CH:5]=[C:6]([CH:8]([N:13]3[CH2:18][CH2:17][O:16][CH2:15][CH2:14]3)[C:9]([NH:11][CH3:12])=[O:10])[N:7]=2)=[C:24]([C:25]([NH2:27])=[O:26])[CH:23]=1. Reported procedure: The title compound was synthesized from 2-(6-bromopyridin-2-yl)-N-methyl-2-morpholin-4-ylacetamide (120 mg, 0.38 mmol) and 2-amino-5-[2,6-difluoro-4-(1-hydroxy-1-methylethyl)phenyl]thiophene-3-carboxamide (125 mg, 0.40 mmol) according to the procedure described in Example 1.